This data is from the Open Reaction Database (ORD), a public repository of structured organic reaction records. The task is: describe an organic reaction: reactants, conditions, products, and yield Reactants: CC#CC(=O)OCC, Oc1cccc(Cl)c1F, C1CCC2=NCCCN2CC1, C1CCOC1. The product is CCOC(=O)C=C(C)Oc1cccc(Cl)c1F. Reaction SMILES: [CH2:10]([CH3:11])[O:12][C:13]([C:14]#[C:15][CH3:16])=[O:17].[Cl:1][c:2]1[c:3]([F:9])[c:4]([OH:8])[cH:5][cH:6][cH:7]1.[N:18]12[CH2:19][CH2:20][CH2:21][N:22]=[C:23]1[CH2:24][CH2:25][CH2:26][CH2:27][CH2:28]2.[O:29]1[CH2:30][CH2:31][CH2:32][CH2:33]1>>[Cl:1][c:2]1[c:3]([F:9])[c:4]([O:8][C:15](=[CH:14][C:13]([O:12][CH2:10][CH3:11])=[O:17])[CH3:16])[cH:5][cH:6][cH:7]1. Product: C1=NC(=CC2=CC=CC=C12)C=1OC2=CC(=CC=C2C(C1)=NO)C#CC1=CC=C(C=C1)OC (2-isoquinolin-3-yl-7-(4-methoxyphenyl)ethynyl-chromen-4-one oxime), oxime. RXN SMILES: C([O:5][N:6]=[C:7]1[C:16]2[C:11](=[CH:12][C:13](Br)=[CH:14][CH:15]=2)[O:10][C:9]([C:18]2[N:19]=[CH:20][C:21]3[C:26]([CH:27]=2)=[CH:25][CH:24]=[CH:23][CH:22]=3)=[CH:8]1)(C)(C)C.[CH3:28][O:29][C:30]1[CH:35]=[CH:34][C:33]([C:36]#[CH:37])=[CH:32][CH:31]=1>>[CH:20]1[C:21]2[C:26](=[CH:25][CH:24]=[CH:23][CH:22]=2)[CH:27]=[C:18]([C:9]2[O:10][C:11]3[C:16]([C:7](=[N:6][OH:5])[CH:8]=2)=[CH:15][CH:14]=[C:13]([C:37]#[C:36][C:33]2[CH:34]=[CH:35][C:30]([O:29][CH3:28])=[CH:31][CH:32]=2)[CH:12]=3)[N:19]=1. Procedure: 2-isoquinolin-3-yl-7-(4-methoxyphenyl)ethynyl-chromen-4-one oxime was prepared in 9% overall yield using the method described in example 24, starting from 7-bromo-2-isoquinolin-3-yl-chromen-4-one O-tert-butyl oxime (example 2B) and 4-methoxyphenylacetylene. The title compound was purified by preparative HPLC (gradient 35-20% Water/acetonitrile+0.05% trifluoroacetic acid) and isolated as a yellow solid and as a 95/05 mixture of Z/E oxime isomers. Reactants: C(C)(C)(C)ON=C1C=C(OC2=CC(=CC=C12)Br)C=1N=CC2=CC=CC=C2C1 (7-bromo-2-isoquinolin-3-yl-chromen-4-one O-tert-butyl oxime), COC1=CC=C(C=C1)C#C (4-methoxyphenylacetylene).